Dataset: the Open Reaction Database (ORD), a public repository of structured organic reaction records. Task: describe an organic reaction: reactants, conditions, products, and yield The reactants are CC(=O)NCCn1c(C)ccc1C, CC(=O)OC(C)=O, COCCOC, [Cl-], [Cl-], [Zn+2]. The product is CC(=O)NCCn1c(C)cc(C(C)=O)c1C. As a reaction SMILES: [C:1]([CH3:2])(=[O:3])[NH:4][CH2:5][CH2:6][n:7]1[c:8]([CH3:13])[cH:9][cH:10][c:11]1[CH3:12].[CH3:14][C:15](=[O:16])[O:17][C:18](=[O:19])[CH3:20].[CH3:24][O:25][CH2:26][CH2:27][O:28][CH3:29].[Cl-:21].[Cl-:23].[Zn+2:22]>>[C:1]([CH3:2])(=[O:3])[NH:4][CH2:5][CH2:6][n:7]1[c:8]([CH3:13])[cH:9][c:10]([C:15]([CH3:14])=[O:16])[c:11]1[CH3:12].